From a dataset of the Open Reaction Database (ORD), a public repository of structured organic reaction records. describe an organic reaction: reactants, conditions, products, and yield Reactants: CC=1C=C(C2=C(N(C=3CCCCC23)C2=C(C=C(C=C2C)C)C)N1)N (2-Methyl-6,7,8,9-tetrahydro-9-(2,4,6-trimethylphenyl)-5H-pyrido[2,3-b]indol-4-amine), CC=1C=C(C2=C(N(C=3CCCCC23)C2=C(C=C(C=C2C)C)C)N1)N (2-Methyl-6,7,8,9-tetrahydro-9-(2,4,6-trimethylphenyl)-5H-pyrido[2,3-b]indol-4-amine), C(CC)(=O)Cl (propionyl chloride). The solvent is ClC(C)Cl (dichloroethane). Yields the product N1=CC=C(C=2C1=NC1=CC=CCC21)N (5H-pyrido[2,3-b]indol-4-amine). RXN SMILES: C[C:2]1[CH:3]=[C:4]([NH2:24])[C:5]2[C:13]3[CH2:12][CH2:11][CH2:10][CH2:9][C:8]=3[N:7](C3C(C)=CC(C)=CC=3C)[C:6]=2[N:23]=1.C(Cl)(=O)CC>ClC(Cl)C>[N:23]1[C:6]2=[N:7][C:8]3[C:13]([CH2:12][CH:11]=[CH:10][CH:9]=3)=[C:5]2[C:4]([NH2:24])=[CH:3][CH:2]=1. Procedure details: 2-Methyl-6,7,8,9-tetrahydro-9-(2,4,6-trimethylphenyl)-5H-pyrido[2,3-b]indol-4-amine (1b (470 mg) dissolved in 10 mL dichloroethane is refluxed for 3 hours with propionyl chloride (0.5 mL). The residual reagents are evaporated under reduced pressure. The crude product is partitioned between aqueous sodium carbonate solution and dichloromethane. The organic extract is dried over sodium sulfate and concentrated. The solid, diacylated product is triturated with hexanes and collected by filtration to... The reactants are O=C(C1CCN(c2ccncn2)CC1)N1CCN(Cc2ccccc2)CC1, CO, O=C[O-], [NH4+]. Yields the product O=C(C1CCN(c2ccncn2)CC1)N1CCNCC1. Reaction SMILES: [CH2:5]([c:6]1[cH:7][cH:8][cH:9][cH:10][cH:11]1)[N:12]1[CH2:13][CH2:14][N:15]([C:18](=[O:19])[CH:20]2[CH2:21][CH2:22][N:23]([c:26]3[n:27][cH:28][n:29][cH:30][cH:31]3)[CH2:24][CH2:25]2)[CH2:16][CH2:17]1.[CH3:32][OH:33].[CH:1]([O-:2])=[O:3].[NH4+:4]>>[NH:12]1[CH2:13][CH2:14][N:15]([C:18](=[O:19])[CH:20]2[CH2:21][CH2:22][N:23]([c:26]3[n:27][cH:28][n:29][cH:30][cH:31]3)[CH2:24][CH2:25]2)[CH2:16][CH2:17]1. The reactants are NC1=CC=C(C=C1)C(C(=O)OCC)C (ethyl 2-(p-aminophenyl)propionate), [N-]=C=S.[K+] (potassium isothiocyanate), BrBr (Br2), O (water). Run in C(C)(=O)O (acetic acid), C(C)(=O)O (acetic acid). Yields the product NC=1SC2=C(N1)C=CC(=C2)C(C(=O)OCC)C (ethyl 2-amino-α-methylbenzothiazole-6-acetate). Isolated yield 48.4%. RXN SMILES: [NH2:1][C:2]1[CH:7]=[CH:6][C:5]([CH:8]([CH3:14])[C:9]([O:11][CH2:12][CH3:13])=[O:10])=[CH:4][CH:3]=1.[N-:15]=[C:16]=[S:17].[K+].BrBr.O>C(O)(=O)C>[NH2:15][C:16]1[S:17][C:7]2[CH:6]=[C:5]([CH:8]([CH3:14])[C:9]([O:11][CH2:12][CH3:13])=[O:10])[CH:4]=[CH:3][C:2]=2[N:1]=1 |f:1.2|. Procedure: The said starting material was also prepared by dissolving 154.6 g of ethyl 2-(p-aminophenyl)propionate [Arzneim. Forsch, Vol. 23, p. 1090 (1973)] in 95% acetic acid and 261 g of potassium isothiocyanate were added with stirring. A solution of 149.4 g of Br2 in 750 ml of 95% acetic acid was then added dropwise at 18°-25° C. over 2 hours and the mixture was stirred for an extra half hour, then poured into 8 liters of water. The mixture was filtered through celite and then neutralized to pH 5-6 us... Starting materials: CC1(C)C2CCC1(CS(=O)(=O)O)C(=O)C2, CCOCC, CCO, Cc1ccccc1, CCCCCC, Nc1ccc(Oc2cc(NC(=O)N3CCC(CN4CCC4)CC3)ncn2)c(F)c1, O=C(Cc1ccccc1)N=C=S. Product: O=C(Cc1ccccc1)NC(=S)Nc1ccc(Oc2cc(NC(=O)N3CCC(CN4CCC4)CC3)ncn2)c(F)c1. Reaction SMILES: [C:30]12([CH2:31][S:32]([OH:33])(=[O:34])=[O:35])[C:36]([CH3:37])([CH3:38])[CH:39]([CH2:40][CH2:41]1)[CH2:42][C:43]2=[O:44].[CH3:57][CH2:58][O:59][CH2:60][CH3:61].[CH3:62][CH2:63][OH:64].[CH3:65][c:66]1[cH:67][cH:68][cH:69][cH:70][cH:71]1.[CH3:72][CH2:73][CH2:74][CH2:75][CH2:76][CH3:77].[NH2:1][c:2]1[cH:3][c:4]([F:29])[c:5]([O:6][c:7]2[cH:8][c:9]([NH:13][C:14](=[O:15])[N:16]3[CH2:17][CH2:18][CH:19]([CH2:22][N:23]4[CH2:24][CH2:25][CH2:26]4)[CH2:20][CH2:21]3)[n:10][cH:11][n:12]2)[cH:27][cH:28]1.[c:45]1([CH2:51][C:52](=[O:53])[N:54]=[C:55]=[S:56])[cH:46][cH:47][cH:48][cH:49][cH:50]1>>[NH:1]([c:2]1[cH:3][c:4]([F:29])[c:5]([O:6][c:7]2[cH:8][c:9]([NH:13][C:14](=[O:15])[N:16]3[CH2:17][CH2:18][CH:19]([CH2:22][N:23]4[CH2:24][CH2:25][CH2:26]4)[CH2:20][CH2:21]3)[n:10][cH:11][n:12]2)[cH:27][cH:28]1)[C:55]([NH:54][C:52]([CH2:51][c:45]1[cH:46][cH:47][cH:48][cH:49][cH:50]1)=[O:53])=[S:56].